This data is from the Open Reaction Database (ORD), a public repository of structured organic reaction records. The task is: describe an organic reaction: reactants, conditions, products, and yield Starting materials: ClC(C(F)(F)Cl)(F)Cl (1,1,2-Trichloro-1,2,2-trifluoroethane), CC1(NC(CCC1)(C)C)C (2,2,6,6-Tetramethylpiperidine), C(CCC)[Li] (n-butyllithium), BrC1=CC2=C(OC(O2)(F)F)C=C1 (5-Bromo-2,2-difluorobenzo[d][1,3]dioxole), [NH4+].[Cl-] (NH4Cl). The solvent is O (water), C(C)OCC (diethyl ether), O1CCCC1 (tetrahydrofuran). Run at temperature -75 celsius, time 30 minute. The product is BrC1=C(C2=C(OC(O2)(F)F)C=C1)Cl (5-Bromo-4-chloro-2,2-difluorobenzo[d][1,3]dioxole). Isolated yield 28.1%. Reaction SMILES: CC1(C)CCCC(C)(C)N1.C([Li])CCC.[Br:16][C:17]1[CH:27]=[CH:26][C:20]2[O:21][C:22]([F:25])([F:24])[O:23][C:19]=2[CH:18]=1.[Cl:28]C(Cl)(F)C(Cl)(F)F.[NH4+].[Cl-]>O1CCCC1.O.C(OCC)C>[Br:16][C:17]1[CH:27]=[CH:26][C:20]2[O:21][C:22]([F:25])([F:24])[O:23][C:19]=2[C:18]=1[Cl:28] |f:4.5|. Procedure: 2,2,6,6-Tetramethylpiperidine (2.1 mL, 1.8 g, 12 mmol) was dissolved in dry tetrahydrofuran (15 mL), cooled to −75° C. and treated with n-butyllithium (n-BuLi, 2.5 M; 4.8 mL, 12 mmol), and the mixture was stirred for 30 min at −75° C. 5-Bromo-2,2-difluorobenzo[d][1,3]dioxole (2.0 g, 8.4 mmol) was added, and the mixture was stirred for 2 h at −75° C. 1,1,2-Trichloro-1,2,2-trifluoroethane (2.4 mL, 3.8 g, 20 mmol) was added and stirring was continued for 1.5 h. Saturated NH4Cl (10 mL) was added, an... Starting materials: COCCOC (DME), ClC1=NC=C(C(=N1)NC=1C2=C(NN1)C(N(C2)C(=O)OC(C)(C)C)(C)C)F (tert-butyl 3-[(2-chloro-5-fluoropyrimidin-4-yl)amino]-6,6-dimethyl-4,6-dihydropyrrolo[3,4-c]pyrazole-5(1H)-carboxylate), CC1(OB(OC1(C)C)C=C)C (4,4,5,5-tetramethyl-2-vinyl-1,3,2 dioxaborolane), C(=O)([O-])[O-].[Na+].[Na+] (Na2CO3). Reagents/catalysts: C1=CC=C(C=C1)[PH+](C2=CC=CC=C2)[C]3[CH][CH][CH][CH]3.C1=CC=C(C=C1)[PH+](C2=CC=CC=C2)[C]3[CH][CH][CH][CH]3.C(Cl)Cl.Cl[Pd]Cl.[Fe] (dichloro[1,1′-bis(diphenylphosphino)ferrocene]palladium(II) dichloromethane adduct). Run in O (water). Run at time 16 hour. Yields the product FC=1C(=NC(=NC1)C=C)NC=1C2=C(NN1)C(N(C2)C(=O)OC(C)(C)C)(C)C (Tert-butyl 3-[(5-fluoro-2-vinylpyrimidin-4-yl)amino]-6,6-dimethyl-4,6-dihydropyrrolo[3,4-c]pyrazole-5(1H)-carboxylate), solid. Isolated yield 91.0%. Reaction SMILES: Cl[C:2]1[N:7]=[C:6]([NH:8][C:9]2[C:10]3[CH2:16][N:15]([C:17]([O:19][C:20]([CH3:23])([CH3:22])[CH3:21])=[O:18])[C:14]([CH3:25])([CH3:24])[C:11]=3[NH:12][N:13]=2)[C:5]([F:26])=[CH:4][N:3]=1.[CH3:27][C:28]1(C)C(C)(C)OB(C=C)O1.C([O-])([O-])=O.[Na+].[Na+].COCCOC>C1C=CC([PH+]([C]2[CH][CH][CH][CH]2)C2C=CC=CC=2)=CC=1.C1C=CC([PH+]([C]2[CH][CH][CH][CH]2)C2C=CC=CC=2)=CC=1.C(Cl)Cl.Cl[Pd]Cl.[Fe].O>[F:26][C:5]1[C:6]([NH:8][C:9]2[C:10]3[CH2:16][N:15]([C:17]([O:19][C:20]([CH3:23])([CH3:22])[CH3:21])=[O:18])[C:14]([CH3:25])([CH3:24])[C:11]=3[NH:12][N:13]=2)=[N:7][C:2]([CH:27]=[CH2:28])=[N:3][CH:4]=1 |f:2.3.4,6.7.8.9.10,^1:54,55,56,57,58,72,73,74,75,76|. Procedure: To a septum capped sealed tube was added tert-butyl 3-[(2-chloro-5-fluoropyrimidin-4-yl)amino]-6,6-dimethyl-4,6-dihydropyrrolo[3,4-c]pyrazole-5(1H)-carboxylate (2.00 g, 5.22 mmol), 4,4,5,5-tetramethyl-2-vinyl-1,3,2 dioxaborolane (2.41 g, 15.7 mmol), Na2CO3 (1.66 g, 15.7 mmol) and dichloro[1,1′-bis(diphenylphosphino)ferrocene]palladium(II) dichloromethane adduct (850 mg, 1.04 mmol) followed by DME (50 mL) and water (12 mL). The reaction mixture was purged with argon for 2 min. then placed in a pr... The reactants are CC=1C=C(C(=NC1)C(=O)O)C(=O)O (5-methyl-2,3-pyridinedicarboxylic acid), C(C)(=O)OC(C)=O (acetic anhydride), N1=CC=CC=C1 (pyridine). Run in COCCOC (1,2-dimethoxyethane). Run at time 18 hour. The product is CC=1C=C2C(=NC1)C(=O)OC2=O (5-methyl-2,3-pyridinedicarboxylic acid anhydride). Isolated yield 104.1%. As a reaction SMILES: [CH3:1][C:2]1[CH:3]=[C:4]([C:11]([OH:13])=[O:12])[C:5]([C:8]([OH:10])=O)=[N:6][CH:7]=1.C(OC(=O)C)(=O)C.N1C=CC=CC=1>COCCOC>[CH3:1][C:2]1[CH:3]=[C:4]2[C:11](=[O:12])[O:13][C:8](=[O:10])[C:5]2=[N:6][CH:7]=1. Reported procedure: A solution of 75.0 g (0.41 m) of 5-methyl-2,3-pyridinedicarboxylic acid in 500 mL of 1,2-dimethoxyethane is treated with 125 g acetic anhydride (1.2 m) and 81 g pyridine (1.02 m). The resulting solution is stirred for 18 hours at room temperature. The solution is stripped in vacuo to leave 70.3 g (100%) of 5-methyl-2,3-pyridinedicarboxylic acid anhydride. The anhydride is dissolved in 500 mL CCl4 and is treated with 1 g AIBN and 240 g (150 mL, 1.8 m) SO2Cl2 at room temperature. The solution is h... The reactants are N1CCOCC1 (morpholine), CC(=O)C (aceton), [SH2]=N.C1(=CC=CC=C1)NC(=O)C1=C(C(=O)O)C=CC=C1 (phenylcarbamoyl-benzoic acid sulfimide), CC(=O)C (acetone). The solvent is O (water). Product: C1(=CC=CC=C1)NC(=O)N1CCOCC1 (phenylcarbamoyl-morpholine). Isolated yield 32.8%. As a reaction SMILES: [NH:1]1[CH2:6][CH2:5][O:4][CH2:3][CH2:2]1.CC(C)=O.[SH2]=N.[C:13]1([NH:19][C:20](C2C=CC=CC=2C(O)=O)=[O:21])[CH:18]=[CH:17][CH:16]=[CH:15][CH:14]=1>O>[C:13]1([NH:19][C:20]([N:1]2[CH2:6][CH2:5][O:4][CH2:3][CH2:2]2)=[O:21])[CH:18]=[CH:17][CH:16]=[CH:15][CH:14]=1 |f:2.3|. Procedure details: A solution of 0.9 g morpholine with 5 ml aceton was added dropwise during 5 minutes to a suspension of 1.5 g phenylcarbamoyl-benzoic acid sulfimide with 20 ml acetone, under stirring. The reaction mixture was stirred for a further 30 minutes at ambient temperature, then diluted with 150 ml water. Acetone was distilled off, the mixture was cooled, and 0.35 g phenylcarbamoyl-morpholine was isolated by filtration. The white crystalline material melted at 160°-162° C. The reactants are CCCCCCCCCCC#N, CCCN, NCCN, [Li]. The product is CCCCCCCCCCC1=NCCN1. Reaction SMILES: [C:1]([CH2:2][CH2:3][CH2:4][CH2:5][CH2:6][CH2:7][CH2:8][CH2:9][CH2:10][CH3:11])#[N:12].[CH2:14]([CH2:15][CH3:16])[NH2:17].[CH2:18]([NH2:19])[CH2:20][NH2:21].[Li:13]>>[C:1]1([CH2:2][CH2:3][CH2:4][CH2:5][CH2:6][CH2:7][CH2:8][CH2:9][CH2:10][CH3:11])=[N:17][CH2:14][CH2:15][NH:12]1. The reactants are CO[BH-](OC)OC.[Na+] (sodium trimethoxyborohydride), C=O (formaldehyde), C(C)(=O)O (acetic acid), N1CCC(CC1)NC(=O)N1C=CC2=CC(=CC=C12)OC1=CC(=NC=C1)NC(=O)NCC (5-(2-(3-Ethylureido)pyridin-4-yloxy)indole-1-carboxylic acid piperidin-4-ylamide). Solvent: O1CCCC1 (tetrahydrofuran), CO (methanol). Product: CN1CCC(CC1)NC(=O)N1C=CC2=CC(=CC=C12)OC1=CC(=NC=C1)NC(=O)NCC (5-(2-(3-Ethylureido)pyridin-4-yloxy)indole-1-carboxylic acid (1-methylpiperidin-4-yl)amide). The yield is 67.1%. Reaction SMILES: [NH:1]1[CH2:6][CH2:5][CH:4]([NH:7][C:8]([N:10]2[C:18]3[C:13](=[CH:14][C:15]([O:19][C:20]4[CH:25]=[CH:24][N:23]=[C:22]([NH:26][C:27]([NH:29][CH2:30][CH3:31])=[O:28])[CH:21]=4)=[CH:16][CH:17]=3)[CH:12]=[CH:11]2)=[O:9])[CH2:3][CH2:2]1.C=O.[C:34](O)(=O)C.CO[BH-](OC)OC.[Na+]>O1CCCC1.CO>[CH3:34][N:1]1[CH2:6][CH2:5][CH:4]([NH:7][C:8]([N:10]2[C:18]3[C:13](=[CH:14][C:15]([O:19][C:20]4[CH:25]=[CH:24][N:23]=[C:22]([NH:26][C:27]([NH:29][CH2:30][CH3:31])=[O:28])[CH:21]=4)=[CH:16][CH:17]=3)[CH:12]=[CH:11]2)=[O:9])[CH2:3][CH2:2]1 |f:3.4|. Procedure details: 5-(2-(3-Ethylureido)pyridin-4-yloxy)indole-1-carboxylic acid piperidin-4-ylamide (36 mg, 0.085 mmol, Example 181) was dissolved in tetrahydrofuran (2.0 ml) and methanol (1.0 ml); and a 37% aqueous formaldehyde solution (0.036 ml, 0.43 mmol) and acetic acid (0.0098 ml, 0.17 mmol) were added thereto. While stirring at room temperature, sodium trimethoxyborohydride (27 mg, 0.13 mmol) was added; and the reaction mixture was stirred for 30 minutes. The reaction mixture was partitioned between ethyl a... Reactants: C(CC)N(C1CC2=C(C=CC=C2CC1)I)CCC (2-di-n-propylamino-8-iodo-1,2,3,4-tetrahydronaphthalene), C[Si](C)(C)C#C (trimethylsilylacetylene), O (water). The reagents and catalysts are [Cu]I (copper(I) iodide), Cl[Pd]([P](C1=CC=CC=C1)(C2=CC=CC=C2)C3=CC=CC=C3)([P](C4=CC=CC=C4)(C5=CC=CC=C5)C6=CC=CC=C6)Cl (bis(triphenylphosphine)palladium(II) chloride). The solvent is C(C)N(CC)CC (triethylamine). Reaction conditions: time 8 hour. The product is C(CC)N(C1CC2=C(C=CC=C2CC1)C#C[Si](C)(C)C)CCC (2-di-n-propylamino-8-(2-trimethylsilylethynyl)-1,2,3,4-tetrahydronaphthalene). Reaction SMILES: [CH2:1]([N:4]([CH2:16][CH2:17][CH3:18])[CH:5]1[CH2:14][CH2:13][C:12]2[C:7](=[C:8](I)[CH:9]=[CH:10][CH:11]=2)[CH2:6]1)[CH2:2][CH3:3].[CH3:19][Si:20]([C:23]#[CH:24])([CH3:22])[CH3:21].O>C(N(CC)CC)C.[Cu]I.Cl[Pd](Cl)([P](C1C=CC=CC=1)(C1C=CC=CC=1)C1C=CC=CC=1)[P](C1C=CC=CC=1)(C1C=CC=CC=1)C1C=CC=CC=1>[CH2:1]([N:4]([CH2:16][CH2:17][CH3:18])[CH:5]1[CH2:14][CH2:13][C:12]2[C:7](=[C:8]([C:24]#[C:23][Si:20]([CH3:22])([CH3:21])[CH3:19])[CH:9]=[CH:10][CH:11]=2)[CH2:6]1)[CH2:2][CH3:3] |^1:37,56|. Procedure: To a solution of 2-di-n-propylamino-8-iodo-1,2,3,4-tetrahydronaphthalene (4.3 g, 12.1 mmol) in triethylamine (100 ml) was added copper(I) iodide (228 mg), bis(triphenylphosphine)palladium(II) chloride (841 mg) and trimethylsilylacetylene (1.7 ml). This mixture was stirred at room temperature overnight. The reaction was poured into water and extracted with ether. The extract was washed with brine, dried (Na2SO4), and concentrated to give 5 g of crude product. Purification by flash chromatography ... The reactants are C1(=CC=CC=C1)N=C=O (Phenyl isocyanate), NC1=NC2=NC(=CC=C2C=C1)Cl (2-amino-7-chloro-1,8-naphthyridine). The solvent is O1CCCC1 (tetrahydrofuran). Reaction conditions: temperature 60 celsius. Yields the product ClC1=CC=C2C=CC(=NC2=N1)NC(=O)NC1=CC=CC=C1 (N-(7-Chloro-1,8-naphthyridin-2-yl)-N'-phenylurea). Isolated yield 33.9%. RXN SMILES: [C:1]1([N:7]=[C:8]=[O:9])[CH:6]=[CH:5][CH:4]=[CH:3][CH:2]=1.[NH2:10][C:11]1[CH:20]=[CH:19][C:18]2[C:13](=[N:14][C:15]([Cl:21])=[CH:16][CH:17]=2)[N:12]=1>O1CCCC1>[Cl:21][C:15]1[N:14]=[C:13]2[C:18]([CH:19]=[CH:20][C:11]([NH:10][C:8]([NH:7][C:1]3[CH:6]=[CH:5][CH:4]=[CH:3][CH:2]=3)=[O:9])=[N:12]2)=[CH:17][CH:16]=1. Procedure: Phenyl isocyanate (15.5 g) is added to a solution of 2-amino-7-chloro-1,8-naphthyridine (17.9 g) in anhydrous tetrahydrofuran (600 cc) and the mixture is heated for 15 hours at approximately 60° C. After cooling the mixture, the crystallized solid is separated by filtration, washed with ethyl ether (3×50 cc) and air-dried. A crude product (25.2 g), m.p. 270° C., is obtained. This product (15 g) is purified under the following conditions: the product is dissolved in a mixture of dimethylformamide... The reactants are C(C)OC1=CC=C(C=C1)F (1-ethoxy-4-fluorobenzene), C(CCC)[Li] (n-butyllithium), COB(OC)OC (trimethoxy boron), OO (hydrogen peroxide), S(=O)([O-])[O-].[Na+].[Na+] (sodium sulfite). Run in C1CCOC1 (THF), C(C)(=O)O (acetic acid). Product: crude product, C(C)OC=1C=CC(=C(C1)O)F (5-ethoxy-2-fluorophenol). As a reaction SMILES: [CH2:1]([O:3][C:4]1[CH:9]=[CH:8][C:7]([F:10])=[CH:6][CH:5]=1)[CH3:2].C([Li])CCC.C[O:17]B(OC)OC.OO.S([O-])([O-])=O.[Na+].[Na+]>C(O)(=O)C.C1COCC1>[CH2:1]([O:3][C:4]1[CH:5]=[CH:6][C:7]([F:10])=[C:8]([OH:17])[CH:9]=1)[CH3:2] |f:4.5.6|. Reported procedure: To 150 ml of a THF solution containing 10.5 g of 1-ethoxy-4-fluorobenzene, 50 ml of n-butyllithium (1.58 M, hexane solution) was added dropwise at −78° C. under a nitrogen atmosphere. The resulting mixture was stirred for 4 and a half hours, then 8.9 ml of trimethoxy boron was added thereto. Then, the temperature of the mixture was slowly allowed to rise to room temperature. The reaction mixture was stirred for 3 and a half hours, then 12.9 ml of acetic acid and 12.7 ml of a 30% hydrogen peroxid...